Dataset: the Open Reaction Database (ORD), a public repository of structured organic reaction records. Task: describe an organic reaction: reactants, conditions, products, and yield Starting materials: CCO, Cl, C[Si](C)(C)CCOCn1c(C(F)(F)F)nc(-c2ccc(S(N)(=O)=O)cc2)c1-c1ccc(F)cc1, O. The product is NS(=O)(=O)c1ccc(-c2nc(C(F)(F)F)[nH]c2-c2ccc(F)cc2)cc1. RXN SMILES: [CH3:36][CH2:37][OH:38].[ClH:35].[F:1][c:2]1[cH:3][cH:4][c:5](-[c:8]2[c:9](-[c:25]3[cH:26][cH:27][c:28]([S:31](=[O:32])(=[O:33])[NH2:34])[cH:29][cH:30]3)[n:10][c:11]([C:21]([F:22])([F:23])[F:24])[n:12]2[CH2:13][O:14][CH2:15][CH2:16][Si:17]([CH3:18])([CH3:19])[CH3:20])[cH:6][cH:7]1.[OH2:39]>>[F:1][c:2]1[cH:3][cH:4][c:5](-[c:8]2[c:9](-[c:25]3[cH:26][cH:27][c:28]([S:31](=[O:32])(=[O:33])[NH2:34])[cH:29][cH:30]3)[n:10][c:11]([C:21]([F:22])([F:23])[F:24])[nH:12]2)[cH:6][cH:7]1. Starting materials: Nc1ccc(N2CC(F)(F)C2)nc1, O=C(O)c1nc(-c2ccccc2)oc1C(F)(F)F. Yields the product O=C(Nc1ccc(N2CC(F)(F)C2)nc1)c1nc(-c2ccccc2)oc1C(F)(F)F. Reaction SMILES: [NH2:19][c:20]1[cH:21][n:22][c:23]([N:26]2[CH2:27][C:28]([F:30])([F:31])[CH2:29]2)[cH:24][cH:25]1.[c:1]1(-[c:7]2[o:8][c:9]([C:15]([F:16])([F:17])[F:18])[c:10]([C:12](=[O:13])[OH:14])[n:11]2)[cH:2][cH:3][cH:4][cH:5][cH:6]1>>[c:1]1(-[c:7]2[o:8][c:9]([C:15]([F:16])([F:17])[F:18])[c:10]([C:12](=[O:14])[NH:19][c:20]3[cH:21][n:22][c:23]([N:26]4[CH2:27][C:28]([F:30])([F:31])[CH2:29]4)[cH:24][cH:25]3)[n:11]2)[cH:2][cH:3][cH:4][cH:5][cH:6]1. Reactants: [Li]CCCC, C=C(CCOC)C(=O)OCc1ccccc1, O=C(O)C1CCCC1, CC(C)NC(C)C, Cl, C1CCOC1. The product is COCCC(CC1(C(=O)O)CCCC1)C(=O)OCc1ccccc1. Reaction SMILES: [CH2:1]([Li:2])[CH2:3][CH2:4][CH3:5].[CH2:21]([c:22]1[cH:23][cH:24][cH:25][cH:26][cH:27]1)[O:28][C:29]([C:30](=[CH2:31])[CH2:32][CH2:33][O:34][CH3:35])=[O:36].[CH:13]1([C:18](=[O:19])[OH:20])[CH2:14][CH2:15][CH2:16][CH2:17]1.[CH:6]([NH:7][CH:8]([CH3:9])[CH3:10])([CH3:11])[CH3:12].[ClH:37].[O:38]1[CH2:39][CH2:40][CH2:41][CH2:42]1>>[C:13]1([C:18](=[O:19])[OH:20])([CH2:31][CH:30]([C:29]([O:28][CH2:21][c:22]2[cH:23][cH:24][cH:25][cH:26][cH:27]2)=[O:36])[CH2:32][CH2:33][O:34][CH3:35])[CH2:14][CH2:15][CH2:16][CH2:17]1. The reactants are CC(C)(C)C=1C=C(C=C(C1O)C(C)(C)C)SC(C)(C)SC1=CC(=C(OCCCC(=O)OC)C(=C1)C(C)(C)C)C(C)(C)C (Methyl 4-[4-[[1-[[3,5-bis(1,1-dimethylethyl)-4-hydroxyphenyl]thio]-1-methylethyl]thio]-2,6-bis(1,1-dimethylethyl)phenoxy]butyrate), CO.O (MeOH H2O), O.[OH-].[Li+] (lithium hydroxide hydrate), Cl (HCl). The solvent is [Cl-].[Na+].O (brine). Reaction conditions: time 4 hour. The product is CC(C)(C)C=1C=C(C=C(C1O)C(C)(C)C)SC(C)(C)SC1=CC(=C(OCCCC(=O)O)C(=C1)C(C)(C)C)C(C)(C)C (4-[4-[[1-[[3,5-bis(1,1-dimethylethyl)-4-hydroxyphenyl]thio]-1-methylethyl]thio]-2,6-bis(1,1-dimethylethyl)phenoxy]butyric acid). Yield: 64.6%. As a reaction SMILES: [CH3:1][C:2]([C:5]1[CH:6]=[C:7]([S:16][C:17]([S:20][C:21]2[CH:34]=[C:33]([C:35]([CH3:38])([CH3:37])[CH3:36])[C:24]([O:25][CH2:26][CH2:27][CH2:28][C:29]([O:31]C)=[O:30])=[C:23]([C:39]([CH3:42])([CH3:41])[CH3:40])[CH:22]=2)([CH3:19])[CH3:18])[CH:8]=[C:9]([C:12]([CH3:15])([CH3:14])[CH3:13])[C:10]=1[OH:11])([CH3:4])[CH3:3].CO.O.O.[OH-].[Li+].Cl>[Cl-].[Na+].O>[CH3:4][C:2]([C:5]1[CH:6]=[C:7]([S:16][C:17]([S:20][C:21]2[CH:22]=[C:23]([C:39]([CH3:42])([CH3:41])[CH3:40])[C:24]([O:25][CH2:26][CH2:27][CH2:28][C:29]([OH:31])=[O:30])=[C:33]([C:35]([CH3:38])([CH3:37])[CH3:36])[CH:34]=2)([CH3:18])[CH3:19])[CH:8]=[C:9]([C:12]([CH3:13])([CH3:14])[CH3:15])[C:10]=1[OH:11])([CH3:1])[CH3:3] |f:1.2,3.4.5,7.8.9|. Procedure details: Methyl 4-[4-[[1-[[3,5-bis(1,1-dimethylethyl)-4-hydroxyphenyl]thio]-1-methylethyl]thio]-2,6-bis(1,1-dimethylethyl)phenoxy]butyrate (0.95 g, obtained above) was dissolved in THI/MeOH/H2O (4:1;1, 15.4 mL) and lithium hydroxide hydrate (0.19 g) was added. The mixture was stirred at room temperature for four hours and then acidified with 0.3 N HCl. The mixture was poured into brine and extracted with ethyl acetate. The organic phase was dried over sodium sulfate and evaporated to give 0.60 g of 4-[4-... The reactants are [OH-].[Na+] (sodium hydroxide), S(=O)(=O)(O)O.C(CC1=CC=CC=C1)NN (2-phenethylhydrazine sulfate salt). Run in C(C)O (ethanol), C(C)O (ethanol). Conditions: time 2 hour. Product: C(CC1=CC=CC=C1)NN (2-phenethylhydrazine), 7-chloro-1-hydroxy-3-(2-phenethyl)-3,4,5,10-tetrahydropyridazino[4,5-b]quinoline-4,10-dione. As a reaction SMILES: [OH-].[Na+].S(O)(O)(=O)=O.[CH2:8]([NH:16][NH2:17])[CH2:9][C:10]1[CH:15]=[CH:14][CH:13]=[CH:12][CH:11]=1>C(O)C>[CH2:8]([NH:16][NH2:17])[CH2:9][C:10]1[CH:15]=[CH:14][CH:13]=[CH:12][CH:11]=1 |f:0.1,2.3|. Reported procedure: To a stirred solution of sodium hydroxide (9.46 g, 236.6 mM) in ethanol (100 mL) at 45° C. was added 2-phenethylhydrazine sulfate salt (27.6 g, 118.3 mM) along with additional ethanol (50 mL). The resulting thick white suspension was stirred for 2 hours. The solids were removed by filtration and washed with ethanol (50 ML). The clear combined filtrates were concentrated to ˜75 mL, and dimethyl-7-chloro-4-hydroxyquinoline-2,3-dicarboxylate (2.50 g, 8.45 mM) was added to give a brown solution. The...